From a dataset of the Open Reaction Database (ORD), a public repository of structured organic reaction records. describe an organic reaction: reactants, conditions, products, and yield The reactants are C([O-])([O-])=O.[K+].[K+] (potassium carbonate), CI (methyl iodide), FC1=C(C=CC=C1)C1=NC(C(NC2=C1C=C(C=C2)[N+](=O)[O-])=O)(C)C (5-(o-fluorophenyl)-1,3-dihydro-3,3-dimethyl-7-nitro-2H-1,4-benzodiazepin-2-one). The solvent is CC(=O)C (acetone). Conditions: time 2 hour. The product is FC1=C(C=CC=C1)C1=NC(C(N(C2=C1C=C(C=C2)[N+](=O)[O-])C)=O)(C)C (5-(o-fluorphenyl)-1,3-dihydro-1,3,3-trimethyl-7-nitro-2H-1,4-benzodiazepin-2-one). Reaction SMILES: [F:1][C:2]1[CH:7]=[CH:6][CH:5]=[CH:4][C:3]=1[C:8]1[C:14]2[CH:15]=[C:16]([N+:19]([O-:21])=[O:20])[CH:17]=[CH:18][C:13]=2[NH:12][C:11](=[O:22])[C:10]([CH3:24])([CH3:23])[N:9]=1.[C:25](=O)([O-])[O-].[K+].[K+].CI>CC(C)=O>[F:1][C:2]1[CH:7]=[CH:6][CH:5]=[CH:4][C:3]=1[C:8]1[C:14]2[CH:15]=[C:16]([N+:19]([O-:21])=[O:20])[CH:17]=[CH:18][C:13]=2[N:12]([CH3:25])[C:11](=[O:22])[C:10]([CH3:24])([CH3:23])[N:9]=1 |f:1.2.3|. Procedure details: 18.2 g (0.056 mol) of 5-(o-fluorophenyl)-1,3-dihydro-3,3-dimethyl-7-nitro-2H-1,4-benzodiazepin-2-one are dissolved in 150 ml of dry acetone, treated with 18 g of powdered potassium carbonate and 9 ml of methyl iodide and stirred at room temperature for 21/2 hours. Subsequently, the reaction mixture is evaporated and the residue is partitioned between methylene chloride and water. After separating the organic phase, it is extracted several times more with methylene chloride. The combined organic ... Reactants: C(=O)NC=1SC=C(N1)C(C(=O)NC1[C@@H]2N(C(=CCS2)C(=O)O)C1=O)=NOCC(C)C (7-[2-(2-formamidothiazol-4-yl)-2-iso-butoxyiminoacetamido]-3-cephem-4-carboxylic acid), Cl (hydrochloric acid). The solvent is CO (methanol). Product: NC=1SC=C(N1)C(C(=O)NC1[C@@H]2N(C(=CCS2)C(=O)O)C1=O)=NOCC(C)C (7-[2-(2-aminothiazol-4-yl)-2-iso-butoxyiminoacetamido]-3-cephem-4-carboxylic acid). Isolated yield 62.4%. RXN SMILES: C([NH:3][C:4]1[S:5][CH:6]=[C:7]([C:9](=[N:25][O:26][CH2:27][CH:28]([CH3:30])[CH3:29])[C:10]([NH:12][CH:13]2[C:23](=[O:24])[N:15]3[C:16]([C:20]([OH:22])=[O:21])=[CH:17][CH2:18][S:19][C@H:14]23)=[O:11])[N:8]=1)=O.Cl>CO>[NH2:3][C:4]1[S:5][CH:6]=[C:7]([C:9](=[N:25][O:26][CH2:27][CH:28]([CH3:30])[CH3:29])[C:10]([NH:12][CH:13]2[C:23](=[O:24])[N:15]3[C:16]([C:20]([OH:22])=[O:21])=[CH:17][CH2:18][S:19][C@H:14]23)=[O:11])[N:8]=1. Reported procedure: 7-[2-(2-formamidothiazol-4-yl)-2-iso-butoxyiminoacetamido]-3-cephem-4-carboxylic acid (syn isomer, 4.1 g.), conc. hydrochloric acid (3.65 g.) and methanol (61.5 ml.) were treated in a similar manner to that of Example 15-(3) to give 7-[2-(2-aminothiazol-4-yl)-2-iso-butoxyiminoacetamido]-3-cephem-4-carboxylic acid (syn isomer, 2.4 g.). Starting materials: CC(C)(C)NS(=O)(=O)c1ccc(B2OC(C)(C)C(C)(C)O2)s1, Cc1cc(-c2cc(C(F)(F)F)nc(-c3ccnc(Cl)c3)n2)ccc1Cl. Product: Cc1cc(-c2cc(C(F)(F)F)nc(-c3ccnc(-c4ccc(S(=O)(=O)NC(C)(C)C)s4)c3)n2)ccc1Cl. As a reaction SMILES: [C:26]([CH3:27])([CH3:28])([CH3:29])[NH:30][S:31](=[O:32])(=[O:33])[c:34]1[s:35][c:36]([B:39]2[O:40][C:41]([CH3:42])([CH3:43])[C:44]([CH3:45])([CH3:46])[O:47]2)[cH:37][cH:38]1.[Cl:1][c:2]1[c:3]([CH3:25])[cH:4][c:5](-[c:8]2[n:9][c:10](-[c:18]3[cH:19][c:20]([Cl:24])[n:21][cH:22][cH:23]3)[n:11][c:12]([C:14]([F:15])([F:16])[F:17])[cH:13]2)[cH:6][cH:7]1>>[Cl:1][c:2]1[c:3]([CH3:25])[cH:4][c:5](-[c:8]2[n:9][c:10](-[c:18]3[cH:19][c:20](-[c:36]4[s:35][c:34]([S:31]([NH:30][C:26]([CH3:27])([CH3:28])[CH3:29])(=[O:32])=[O:33])[cH:38][cH:37]4)[n:21][cH:22][cH:23]3)[n:11][c:12]([C:14]([F:15])([F:16])[F:17])[cH:13]2)[cH:6][cH:7]1. Reactants: NC1=C(C=C(C(=O)OCC)C=C1)CSC1=NC2=C(N1)C=CC(=C2)OC (Ethyl 4-amino-3-[[(5-methoxy-1H-benzimidazol-2-yl)thio]methyl]benzoate), C([O-])([O-])=O.[K+].[K+] (potassium carbonate). Product: NC1=C(C=C(C(=O)OCC)C=C1)CS(=O)C1=NC2=C(N1)C=CC(=C2)OC (Ethyl 4-amino-3-[[(5-methoxy-1H-benzimidazol-2-yl)sulfinyl]methyl]benzoate). Reaction SMILES: [NH2:1][C:2]1[CH:12]=[CH:11][C:5]([C:6]([O:8][CH2:9][CH3:10])=[O:7])=[CH:4][C:3]=1[CH2:13][S:14][C:15]1[NH:19][C:18]2[CH:20]=[CH:21][C:22]([O:24][CH3:25])=[CH:23][C:17]=2[N:16]=1.C(=O)([O-])[O-:27].[K+].[K+]>>[NH2:1][C:2]1[CH:12]=[CH:11][C:5]([C:6]([O:8][CH2:9][CH3:10])=[O:7])=[CH:4][C:3]=1[CH2:13][S:14]([C:15]1[NH:19][C:18]2[CH:20]=[CH:21][C:22]([O:24][CH3:25])=[CH:23][C:17]=2[N:16]=1)=[O:27] |f:1.2.3|. Reported procedure: The title compound was prepared by the method of Example 3 using 557 mg of the title product of Example 72 instead of the title product of Example 2. The reaction mixture was passed three times through a column of potassium carbonate powder and concentrated in vacuo to dryness. Crystallization for acetonitrile gave 257 mg of the title compound. Anal. Calc'd. for C18H19N3O4S: C, 57.90; H, 5.13; N, 11.25; S, 8.59. Found: C, 57.63; H, 5.15; N, 11.32; S, 8.65.